This data is from the Open Reaction Database (ORD), a public repository of structured organic reaction records. The task is: describe an organic reaction: reactants, conditions, products, and yield Starting materials: C(C1=CC=CC=C1)SC1=NC(=CC(=N1)N(S(=O)(=O)N1CCC1)COCC[Si](C)(C)C)Cl (N-[2-(Benzylthio)-6-chloropyrimidin-4-yl]-N-{[2-(trimethylsilyl)ethoxy]methyl}-azetidine-1-sulfonamide), N[C@H](C)CO ((R)-alaninol). The product is C(C1=CC=CC=C1)SC1=NC(=CC(=N1)N(S(=O)(=O)N1CCC1)COCC[Si](C)(C)C)N[C@@H](CO)C (N-(2-(Benzylthio)-6-{[(1R)-2-hydroxy-1-methylethyl]amino}pyrimidin-4-yl)-N-{[2-(trimethylsilyl)ethoxy]methyl}azetidine-1-sulfon amide). Reaction SMILES: [CH2:1]([S:8][C:9]1[N:14]=[C:13]([N:15]([CH2:23][O:24][CH2:25][CH2:26][Si:27]([CH3:30])([CH3:29])[CH3:28])[S:16]([N:19]2[CH2:22][CH2:21][CH2:20]2)(=[O:18])=[O:17])[CH:12]=[C:11](Cl)[N:10]=1)[C:2]1[CH:7]=[CH:6][CH:5]=[CH:4][CH:3]=1.[NH2:32][C@@H:33]([CH2:35][OH:36])[CH3:34]>>[CH2:1]([S:8][C:9]1[N:14]=[C:13]([N:15]([CH2:23][O:24][CH2:25][CH2:26][Si:27]([CH3:30])([CH3:29])[CH3:28])[S:16]([N:19]2[CH2:22][CH2:21][CH2:20]2)(=[O:18])=[O:17])[CH:12]=[C:11]([NH:32][C@H:33]([CH3:34])[CH2:35][OH:36])[N:10]=1)[C:2]1[CH:7]=[CH:6][CH:5]=[CH:4][CH:3]=1. Procedure: The subtitle compound was prepared as a yellow oil by the method of Example 32 step ii) by reacting the subtitle product of step ii) (12.2 g) with (R)-alaninol (18 ml). Yield: 11.3 g. The reactants are O=C([O-])[O-], CCc1cn(N)c2ccc(C(F)(F)F)cc12, Cc1nc(-c2nccs2)ncc1C(=O)O, [Na+], [Na+], CN(C)C=O. Yields the product CCc1cn(NC(=O)c2cnc(-c3nccs3)nc2C)c2ccc(C(F)(F)F)cc12. Reaction SMILES: [C:37](=[O:38])([O-:39])[O-:40].[CH2:16]([CH3:17])[c:18]1[cH:19][n:20]([NH2:31])[c:21]2[cH:22][cH:23][c:24]([C:27]([F:28])([F:29])[F:30])[cH:25][c:26]12.[CH3:1][c:2]1[n:3][c:4](-[c:11]2[s:12][cH:13][cH:14][n:15]2)[n:5][cH:6][c:7]1[C:8](=[O:9])[OH:10].[Na+:41].[Na+:42].[O:32]=[CH:33][N:34]([CH3:35])[CH3:36]>>[CH3:1][c:2]1[n:3][c:4](-[c:11]2[s:12][cH:13][cH:14][n:15]2)[n:5][cH:6][c:7]1[C:8](=[O:10])[NH:31][n:20]1[cH:19][c:18]([CH2:16][CH3:17])[c:26]2[c:21]1[cH:22][cH:23][c:24]([C:27]([F:28])([F:29])[F:30])[cH:25]2. As a reaction SMILES: [B:28]([Br:29])([Br:30])[Br:31].[Cl:1][c:2]1[cH:3][c:4]([CH2:5][CH:6]2[CH:7]([NH:18][C:19]([O:20][CH2:21][CH3:22])=[O:23])[CH2:8][CH2:9][c:10]3[cH:11][cH:12][c:13]([O:16][CH3:17])[cH:14][c:15]32)[cH:24][cH:25][c:26]1[Cl:27].[Cl:33][CH2:34][Cl:35].[OH2:32]>>[Cl:1][c:2]1[cH:3][c:4]([CH2:5][CH:6]2[CH:7]([NH:18][C:19]([O:20][CH2:21][CH3:22])=[O:23])[CH2:8][CH2:9][c:10]3[cH:11][cH:12][c:13]([OH:16])[cH:14][c:15]32)[cH:24][cH:25][c:26]1[Cl:27]. Yields the product CCOC(=O)NC1CCc2ccc(O)cc2C1Cc1ccc(Cl)c(Cl)c1. Reactants: BrB(Br)Br, CCOC(=O)NC1CCc2ccc(OC)cc2C1Cc1ccc(Cl)c(Cl)c1, ClCCl, O. The reactants are IC1=CC(=CC=C1)I (1,3-diiodobenzene), N1CCOCC1 (morpholine), P(=O)([O-])([O-])[O-].[K+].[K+].[K+] (potassium phosphate), C(CO)O (ethylene glycol). Reagents/catalysts: [Cu]I (copper (I) iodide). The solvent is C(C)(C)O (isopropanol). Reaction conditions: temperature 80 celsius. Yields the product IC=1C=C(C=CC1)N1CCOCC1 (4-(3-iodo-phenyl)-morpholine). Isolated yield 40.9%. Reaction SMILES: I[C:2]1[CH:7]=[CH:6][CH:5]=[C:4]([I:8])[CH:3]=1.[NH:9]1[CH2:14][CH2:13][O:12][CH2:11][CH2:10]1.P([O-])([O-])([O-])=O.[K+].[K+].[K+].C(O)CO>C(O)(C)C.[Cu]I>[I:8][C:4]1[CH:3]=[C:2]([N:9]2[CH2:14][CH2:13][O:12][CH2:11][CH2:10]2)[CH:7]=[CH:6][CH:5]=1 |f:2.3.4.5|. Procedure: To a solution of 1,3-diiodobenzene (5.05 g, 15.3 mmol) in isopropanol (16 mL) under nitrogen was added morpholine (1.33 g, 1.33 mL, 15.3 mmol), potassium phosphate (6.50 g, 30.6 mmol), ethylene glycol (1.90 g, 1.70 mL, 30.6 mmol) and copper (I) iodide (146 mg, 0.765 mmol). The mixture was heated at 80° C. for 15 h, and then cooled to room temperature. The solids were removed by filtration and the solution was concentrated. The residue was purified by silica gel column chromatograghy eluted with ... As a reaction SMILES: [C:1]([Br:5])(Br)(Br)[Br:2].C1(P(C2C=CC=CC=2)C2C=CC=CC=2)C=CC=CC=1.[CH2:25]([C:28]1[CH:33]=[CH:32][C:31]([CH:34]2[CH2:39][CH2:38][CH:37]([CH:40]3[CH2:45][CH2:44][CH:43]([CH:46]=O)[CH2:42][CH2:41]3)[CH2:36][CH2:35]2)=[CH:30][CH:29]=1)[CH2:26][CH3:27]>ClCCl>[Br:2][C:1]([Br:5])=[CH:46][CH:43]1[CH2:42][CH2:41][CH:40]([CH:37]2[CH2:38][CH2:39][CH:34]([C:31]3[CH:30]=[CH:29][C:28]([CH2:25][CH2:26][CH3:27])=[CH:33][CH:32]=3)[CH2:35][CH2:36]2)[CH2:45][CH2:44]1. Conditions: time 30 minute. The product is BrC(=CC1CCC(CC1)C1CCC(CC1)C1=CC=C(C=C1)CCC)Br (4-(2,2-Dibromovinyl)-4′-(4-propylphenyl)bicyclohexyl). The reactants are C1(=CC=CC=C1)P(C1=CC=CC=C1)C1=CC=CC=C1 (triphenylphosphine), C(Br)(Br)(Br)Br (carbon tetrabromide), C(CC)C1=CC=C(C=C1)C1CCC(CC1)C1CCC(CC1)C=O (4′-(4-propylphenyl)bicyclohexyl-4-carbaldehyde). Procedure: 34.0 g (0.10 mol) of carbon tetrabromide are initially introduced in 120 ml of dichloromethane, and 53.7 g (0.21 mol) of triphenylphosphine are added in portions. When the addition is complete, the mixture is stirred for 30 min, and a suspension of 16.0 g (51.2 mmol) of 4′-(4-propylphenyl)bicyclohexyl-4-carbaldehyde in 45 ml of dichloromethane is slowly added. The mixture is stirred for 22 h, and the precipitate is filtered off. The filtrate is concentrated to completion, and the residue is puri... Solvent: ClCCl (dichloromethane), ClCCl (dichloromethane). Reactants: C(=O)(O)CCC1=C(C(=O)O)C=CC=C1 (2-(2-carboxyethyl)benzoic acid), [Cl-].[Na+] (sodium chloride), [Cl-].[Al+3].[Cl-].[Cl-] (aluminum chloride), Cl (hydrochloric acid). The solvent is O (water). Reaction conditions: temperature 160 celsius. Product: O=C1CCC=2C(=CC=CC12)C(=O)O (1-oxo-4-indanecarboxylic acid). RXN SMILES: [C:1]([CH2:4][CH2:5][C:6]1[CH:14]=[CH:13][CH:12]=[CH:11][C:7]=1[C:8]([OH:10])=[O:9])([OH:3])=O.[Cl-].[Na+].[Cl-].[Al+3].[Cl-].[Cl-].Cl>O>[O:3]=[C:1]1[C:14]2[CH:13]=[CH:12][CH:11]=[C:7]([C:8]([OH:10])=[O:9])[C:6]=2[CH2:5][CH2:4]1 |f:1.2,3.4.5.6|. Reported procedure: A mixture of 2-(2-carboxyethyl)benzoic acid (1.0 g, 5.15 mmol), sodium chloride (320 mg, 5.41 mmol) and aluminum chloride (3.43 g, 25.75 mmol) was heated to about 160° C. for about 2 hours. The mixture was cooled with an acetone/dry ice bath and a mixture of ice and water was slowly added, followed by concentrated hydrochloric acid (AMOUNT). The mixture was filtered and the obtained solid was purified by flash chromatography on silica gel using dichloromethane/methanol (50:1) as eluent. The prod... Starting materials: C(C1=CC=CC=C1)N1CCC(CC1)N1CCN(CC1)C1=C(C=CC=C1)OC (4-(1-benzylpiperidine-4-yl)-1-(2-methoxyphenyl)piperazine), C(C)(=O)O (acetic acid). Product: COC1=C(C=CC=C1)N1CCN(CC1)C1CCNCC1 (4-(4-(2-Methoxyphenyl)piperazin-1-yl)piperidine). Reagents/catalysts: [Pd] (palladium on carbon). The yield is 95.6%. Solvent: C(C)O (ethanol). Reported procedure: A solution of 4-(1-benzylpiperidine-4-yl)-1-(2-methoxyphenyl)piperazine (Step 1, 20.0 g) in ethanol (120 mL) containing acetic acid (12 mL) was hydrogenated over 10% palladium on carbon (1 g) at 50 psig on a Parr apparatus for 12 hours. The catalyst was removed by filtration through Celite and the mixture was concentrated to dryness on a rotary evaporator. The residue was partitioned between chloroform and saturated aqueous NaHCO3. The combined organic layers were dried over anhydrous MgSO4, fil... As a reaction SMILES: C([N:8]1[CH2:13][CH2:12][CH:11]([N:14]2[CH2:19][CH2:18][N:17]([C:20]3[CH:25]=[CH:24][CH:23]=[CH:22][C:21]=3[O:26][CH3:27])[CH2:16][CH2:15]2)[CH2:10][CH2:9]1)C1C=CC=CC=1.C(O)(=O)C>C(O)C.[Pd]>[CH3:27][O:26][C:21]1[CH:22]=[CH:23][CH:24]=[CH:25][C:20]=1[N:17]1[CH2:16][CH2:15][N:14]([CH:11]2[CH2:12][CH2:13][NH:8][CH2:9][CH2:10]2)[CH2:19][CH2:18]1.